From a dataset of the Open Reaction Database (ORD), a public repository of structured organic reaction records. describe an organic reaction: reactants, conditions, products, and yield Starting materials: S(O)(O)(=O)=O (sulphuric acid), C1(=CC=C(C=C1)S(=O)(=O)O)C.C1(=CC=CC=C1)C1(CCNCC1)C(=O)O (4-phenyl-4-piperidine-carboxylic acid p-toluenesulphonic acid), ice water, [OH-].[Na+] (NaOH). As a reaction SMILES: S(=O)(=O)(O)O.[C:6]1(C)C=CC(S(O)(=O)=O)=CC=1.[C:17]1([C:23]2([C:29]([OH:31])=[O:30])[CH2:28][CH2:27][NH:26][CH2:25][CH2:24]2)[CH:22]=[CH:21][CH:20]=[CH:19][CH:18]=1.[OH-].[Na+]>CO>[C:17]1([C:23]2([C:29]([O:31][CH3:6])=[O:30])[CH2:24][CH2:25][NH:26][CH2:27][CH2:28]2)[CH:18]=[CH:19][CH:20]=[CH:21][CH:22]=1 |f:1.2,3.4|. Solvent: CO (methanol). Yields the product C1(=CC=CC=C1)C1(CCNCC1)C(=O)OC (methyl 4-phenylpiperidine-4-carboxylate). Reported procedure: 270 ml of methanol are taken. 10.6 ml sulphuric acid and 25 g 4-phenyl-4-piperidine-carboxylic acid p-toluenesulphonic acid are added with stirring. The reaction mixture is refluxed for 9 h, cooled and carefully poured onto a mixture of ice water and 10 M NaOH. The precipitated solid is suction filtered, washed with water and dried. 11.2 g (V-15) are obtained as a solid. Reactants: CCOC(=O)c1c(-c2ccc(CC)cc2)csc1N, CC(=O)O, O=C1OC(=O)c2ccccc21. The product is CCOC(=O)c1c(-c2ccc(CC)cc2)csc1N1C(=O)c2ccccc2C1=O. Reaction SMILES: [CH2:1]([CH3:2])[O:3][C:4](=[O:5])[c:6]1[c:7]([NH2:19])[s:8][cH:9][c:10]1-[c:11]1[cH:12][cH:13][c:14]([CH2:17][CH3:18])[cH:15][cH:16]1.[CH3:31][C:32](=[O:33])[OH:34].[O:20]=[C:21]1[O:22][C:23](=[O:24])[c:25]2[cH:26][cH:27][cH:28][cH:29][c:30]21>>[CH2:1]([CH3:2])[O:3][C:4](=[O:5])[c:6]1[c:7]([N:19]2[C:21](=[O:20])[c:30]3[c:25]([cH:26][cH:27][cH:28][cH:29]3)[C:23]2=[O:22])[s:8][cH:9][c:10]1-[c:11]1[cH:12][cH:13][c:14]([CH2:17][CH3:18])[cH:15][cH:16]1. The reactants are COc1cc(NC(=O)OC(C)(C)C)c(Cl)c(OC)c1, O=C(O)C(F)(F)F. Yields the product COc1cc(N)c(Cl)c(OC)c1. Reaction SMILES: [C:1]([O:2][C:3](=[O:4])[NH:7][c:8]1[c:9]([Cl:18])[c:10]([O:16][CH3:17])[cH:11][c:12]([O:14][CH3:15])[cH:13]1)([CH3:5])([CH3:6])[CH3:19].[OH:20][C:21]([C:22]([F:23])([F:24])[F:25])=[O:26]>>[NH2:7][c:8]1[c:9]([Cl:18])[c:10]([O:16][CH3:17])[cH:11][c:12]([O:14][CH3:15])[cH:13]1. Reactants: NC1=C(N)C=C(C(=C1)Cl)S(N)(=O)=O (2-amino-4-chloro-5-sulfamylaniline), C(CC)(=O)O (propionic acid), Cl (hydrochloric acid). Product: ClC1=CC2=C(NC(=N2)CC)C=C1S(N)(=O)=O (5-Chloro-2-Ethyl-6-Sulfamyl-1H-Benzimidazole). Yield: 14.2%. As a reaction SMILES: [NH2:1][C:2]1[CH:8]=[C:7]([Cl:9])[C:6]([S:10](=[O:13])(=[O:12])[NH2:11])=[CH:5][C:3]=1[NH2:4].[C:14](O)(=O)[CH2:15][CH3:16].Cl>>[Cl:9][C:7]1[C:6]([S:10](=[O:12])(=[O:13])[NH2:11])=[CH:5][C:3]2[NH:4][C:14]([CH2:15][CH3:16])=[N:1][C:2]=2[CH:8]=1. Reported procedure: A mixture of 12.0 g of 2-amino-4-chloro-5-sulfamylaniline, 16.1 g of propionic acid, and 54.4 ml of 4 N hydrochloric acid was refluxed for 6 hours. The solid was collected by filtration, dissolved in boiling methanol, charcoal added, and the solution filtered through Celite. Upon adding to 38% ammonium hydroxide with stirring, a pink solid formed. This was collected by filtration, washed with hot water, air dried, and then recrystallized from acetonitrile to provide 2.0 g of crystals, m.p. 240°-...